This data is from the Open Reaction Database (ORD), a public repository of structured organic reaction records. The task is: describe an organic reaction: reactants, conditions, products, and yield Reactants: C(CC)C(COC=1C=C(OCCN2C(C3=CC=CC=C3C2=O)=O)C=CC1)CCC (2-(2-(3-(2-propylpentyloxy)phenoxy)ethyl)isoindoline-1,3-dione). Solvent: CCOCC (ether). Yields the product C(CC)C(COC=1C=C(OCCN)C=CC1)CCC (2-(3-(2-propylpentyloxy)phenoxy)ethanamine). Reaction SMILES: [CH2:1]([CH:4]([CH2:27][CH2:28][CH3:29])[CH2:5][O:6][C:7]1[CH:8]=[C:9]([CH:24]=[CH:25][CH:26]=1)[O:10][CH2:11][CH2:12][N:13]1C(=O)C2C(=CC=CC=2)C1=O)[CH2:2][CH3:3]>CCOCC>[CH2:27]([CH:4]([CH2:1][CH2:2][CH3:3])[CH2:5][O:6][C:7]1[CH:8]=[C:9]([CH:24]=[CH:25][CH:26]=1)[O:10][CH2:11][CH2:12][NH2:13])[CH2:28][CH3:29]. Procedure: Deprotection of 2-(2-(3-(2-propylpentyloxy)phenoxy)ethyl)isoindoline-1,3-dione following the method used in Example 18 gave Example 25 as a colorless oil. Yield (0.11 g, 82%): 1H NMR (400 MHz, DMSO) δ 7.11 (t, J=8.0 Hz, 1H), 6.42-6.48 (m, 3H), 3.85 (t, J=5.6 Hz, 2H), 3.78 (d, J=6.0 Hz, 2H), 2.81 (t, J=6.0 Hz, 2H), 1.65-1.75 (m, 1H), 1.48 (brs, 2H), 1.20-1.40 (m, 8H), 0.85 (t, J=7.2 Hz, 6H). Product: CN1CCC(CC1)C1=CNC2=CC=C(C=C12)C[C@H](N)C(=O)O ((±)-3-[3-(1-Methyl-4-piperidyl)-1H-indol-5-yl]alanine). Isolated yield 58.7%. Run in O (water). Procedure details: A solution of the product from step (d) (2.4 g) and barium hydroxide hydrate (8.4 g) in water (50 ml) was refluxed for 72 hours, then cooled and evaporated in vacuo. The residue was taken up in hot methanol and filtered to remove barium salts. The filtrate was evaporated in vacuo, the residue dissolved in water and dry ice added to precipitate barium carbonate. The latter was filtered off and the filtrate evaporated in vacuo to give the desired product as a yellow foam (1.3 g). RXN SMILES: O=C1[NH:6][CH:5]([CH2:7][C:8]2[CH:9]=[C:10]3[C:14](=[CH:15][CH:16]=2)[NH:13][CH:12]=[C:11]3[CH:17]2[CH2:22][CH2:21][N:20]([CH3:23])[CH2:19][CH2:18]2)[C:4](=[O:24])N1.[OH2:25].[OH-].[Ba+2].[OH-]>O>[CH3:23][N:20]1[CH2:21][CH2:22][CH:17]([C:11]2[C:10]3[C:14](=[CH:15][CH:16]=[C:8]([CH2:7][C@@H:5]([C:4]([OH:24])=[O:25])[NH2:6])[CH:9]=3)[NH:13][CH:12]=2)[CH2:18][CH2:19]1 |f:1.2.3.4|. Starting materials: O=C1NC(C(N1)CC=1C=C2C(=CNC2=CC1)C1CCN(CC1)C)=O ((±)-5-(2.5-Dioxo -4-imidazolidinylmethyl)-3-(1-methyl4-piperidyl) -1H-indole), O.[OH-].[Ba+2].[OH-] (barium hydroxide hydrate). The reactants are COC(=O)C=1C=C(C=CC1)C(C#N)C(=O)CC1=CC=CC=C1 ((3-methoxycarbonylphenyl)-benzylcarbonyl-acetonitrile), BrBr (bromine), O (water), BrBr (bromine), C([O-])(O)=O.[Na+] (sodium bicarbonate). Solvent: C(Cl)Cl (methylene chloride), C(Cl)Cl (methylene chloride). Run at time 0.5 hour. Yields the product C1(=CC=CC=C1)C1OC(=C(C1=O)C1=CC(=CC=C1)C(=O)OC)N (2-Phenyl-3-oxo-4-(3-methoxycarbonylphenyl)-5-amino-2,3-dihydrofuran). Reaction SMILES: O.[CH3:2][O:3][C:4]([C:6]1[CH:7]=[C:8]([CH:12]([C:15]([CH2:17][C:18]2[CH:23]=[CH:22][CH:21]=[CH:20][CH:19]=2)=[O:16])[C:13]#[N:14])[CH:9]=[CH:10][CH:11]=1)=[O:5].BrBr.C(=O)(O)[O-:27].[Na+]>C(Cl)Cl>[C:18]1([CH:17]2[C:15](=[O:16])[C:12]([C:8]3[CH:9]=[CH:10][CH:11]=[C:6]([C:4]([O:3][CH3:2])=[O:5])[CH:7]=3)=[C:13]([NH2:14])[O:27]2)[CH:23]=[CH:22][CH:21]=[CH:20][CH:19]=1 |f:3.4|. Procedure: In this example 0.4 g of water was admixed with 6.5 g of (3-methoxycarbonylphenyl)-benzylcarbonyl-acetonitrile in about 40 ml of methylene chloride at room temperature. 1.1 ml of bromine in about 10 ml of methylene chloride was added dropwise at room temperature. After addition of the bromine, the reaction mixture was mixed with saturated aqueous sodium bicarbonate and stirred for about 1/2 hour at room temperature, resulting in a two-phase liquid mixture. The phases were separated. The aqueous ... Yield: 99.0%. As a reaction SMILES: [CH2:1]([N:8]1[CH2:13][CH2:12][CH2:11][CH:10]([NH:14][C:15]2[CH:23]=[C:22]3[C:18]([CH2:19][CH2:20][N:21]3[C:24](=[O:26])[CH3:25])=[CH:17][CH:16]=2)[CH2:9]1)[C:2]1[CH:7]=[CH:6][CH:5]=[CH:4][CH:3]=1.C(N1CCCC(=O)C1)C1C=CC=CC=1.C(N1C2C(=CC=C(N)C=2)CC1)(=O)C.[BH-](OC(C)=O)(OC(C)=O)OC(C)=O.[Na+].CC(O)=O.[C:72](Cl)(=[O:81])[CH:73]=[CH:74][C:75]1[CH:80]=[CH:79][CH:78]=[CH:77][CH:76]=1>ClCCCl>[C:24]([N:21]1[C:22]2[C:18](=[CH:17][CH:16]=[C:15]([N:14]([CH:10]3[CH2:11][CH2:12][CH2:13][N:8]([CH2:1][C:2]4[CH:3]=[CH:4][CH:5]=[CH:6][CH:7]=4)[CH2:9]3)[C:72](=[O:81])/[CH:73]=[CH:74]/[C:75]3[CH:80]=[CH:79][CH:78]=[CH:77][CH:76]=3)[CH:23]=2)[CH2:19][CH2:20]1)(=[O:26])[CH3:25] |f:3.4|. Solvent: ClCCCl (1,2-dichloroethane). Product: desired intermediate, C(C)(=O)N1CCC2=CC=C(C=C12)N(C(\C=C\C1=CC=CC=C1)=O)C1CN(CCC1)CC1=CC=CC=C1 (trans-N-(1-Acetyl-2,3-dihydro-1H-indol-6-yl)-N-(1-benzyl-piperidin-3-yl)-3-phenyl-acrylamide). The reactants are intermediate, C(C=CC1=CC=CC=C1)(=O)Cl (cinnamoyl chloride), C(C)(=O)N1CCC2=CC=C(C=C12)N (1-acetyl-6-aminoindoline), [BH-](OC(=O)C)(OC(=O)C)OC(=O)C.[Na+] (Na(OAc)3BH), C(C1=CC=CC=C1)N1CC(CCC1)NC1=CC=C2CCN(C2=C1)C(C)=O (1-[6-(1-Benzyl-piperidin-3-ylamino)-2,3-dihydro-indol-1-yl]-ethanone), C(C1=CC=CC=C1)N1CC(CCC1)=O (1-benzyl-3-piperidone), CC(=O)O (AcOH). Procedure details: 1-[6-(1-Benzyl-piperidin-3-ylamino)-2,3-dihydro-indol-1-yl]-ethanone. The desired intermediate (116 mg, 30%) was prepared as in Example 39, Step A, employing 1-benzyl-3-piperidone (510 mg, 4.4 mmol), 1-acetyl-6-aminoindoline (200 mg, 1 mmol), Na(OAc)3BH (910 mg, 4.3 mmol), and AcOH (340 μL, 5.4 mmol) in 1,2-dichloroethane (20 mL). Step B. The above intermediate (0.10 g, 0.29 mmol) was then reacted with cinnamoyl chloride (62 mg, 0.37 mmol) as in Example 2, Step C to provide 145 mg (99%) of the d... The reactants are O[C@@H]1[C@@H](O)[C@@H](O)[C@H](O)[C@H](O1)CO (α-D-mannopyranose), O=C[C@H](O)[C@H](O)[C@@H](O)[C@@H](O)CO (L-mannose), O[C@H]1[C@@H](O)[C@@H](O)[C@H](O1)[C@H](O)CO (β-D-mannofuranose), O[C@H]1[C@H](O)[C@H](O)[C@@H](O1)[C@@H](O)CO (α-L-mannofuranose), O[C@@H]1[C@H](O)[C@H](O)[C@@H](O1)[C@@H](O)CO (β-L-mannofuranose), O[C@@H]1[C@H](O)[C@H](O)[C@@H](O)[C@@H](O1)CO (β-L-mannopyranose), O[C@H]1[C@@H](O)[C@@H](O)[C@H](O)[C@H](O1)CO (β-D-mannopyranose), O[C@@H]1[C@@H](O)[C@@H](O)[C@H](O1)[C@H](O)CO (α-D-mannofuranose), O[C@H]1[C@H](O)[C@H](O)[C@@H](O)[C@@H](O1)CO (α-L-mannopyranose). The product is O=C[C@@H](O)[C@@H](O)[C@H](O)[C@H](O)CO (D-mannose). Reaction SMILES: [OH:1][C@H:2]1[O:10][C@H:9]([CH2:11][OH:12])[C@@H:7]([OH:8])[C@H:5]([OH:6])[C@@H:3]1[OH:4].O[C@@H]1O[C@H](CO)[C@@H](O)[C@H](O)[C@@H]1O.O[C@H]1O[C@H]([C@@H](CO)O)[C@H](O)[C@@H]1O.O[C@@H]1O[C@H]([C@@H](CO)O)[C@H](O)[C@@H]1O.O=C[C@@H]([C@@H]([C@H]([C@H](CO)O)O)O)O.O[C@@H]1O[C@@H](CO)[C@H](O)[C@@H](O)[C@H]1O.O[C@H]1O[C@@H](CO)[C@H](O)[C@@H](O)[C@H]1O.O[C@@H]1O[C@@H]([C@H](CO)O)[C@@H](O)[C@H]1O.O[C@H]1O[C@@H]([C@H](CO)O)[C@@H](O)[C@H]1O>>[O:1]=[CH:2][C@H:3]([C@H:5]([C@@H:7]([C@@H:9]([CH2:11][OH:12])[OH:10])[OH:8])[OH:6])[OH:4]. Procedure: α-D-mannopyranose; β-D-mannopyranose; α-D-mannofuranose; β-D-mannofuranose; L-mannose; α-L-mannopyranose; β-L-mannopyranose; α-L-mannofuranose; β-L-mannofuranose Reactants: ONC(=N)C1=CC=C(C=C1)NC(=O)C1=CC=C2CCN(C2=C1)S(=O)(=O)C1=C(C=CC(=C1)Cl)OC (1-(5-chloro-2-methoxy-benzenesulfonyl)-2,3-dihydro-1H-indole-6-carboxylic acid [4-(N-hydroxycarbamimidoyl)-phenyl]-amide), N1=CC=CC=C1 (pyridine), C(C)C(COC(=O)Cl)CCCC (Chloroformic acid 2-ethylhexyl ester). Run in CN(C=O)C (dimethylformamide). Run at temperature 0 celsius, time 30 minute. Product: O=C1NC(=NO1)C1=CC=C(C=C1)NC(=O)C1=CC=C2CCN(C2=C1)S(=O)(=O)C1=C(C=CC(=C1)Cl)OC (1-(5-chloro-2-methoxy-benzenesulfonyl)-2,3-dihydro-1H-indole-6-carboxylic acid [4-(5-oxo-4,5-dihydro-[1,2,4]oxadiazol-3-yl)-phenyl]-amide). Reaction SMILES: [OH:1][NH:2][C:3]([C:5]1[CH:10]=[CH:9][C:8]([NH:11][C:12]([C:14]2[CH:22]=[C:21]3[C:17]([CH2:18][CH2:19][N:20]3[S:23]([C:26]3[CH:31]=[C:30]([Cl:32])[CH:29]=[CH:28][C:27]=3[O:33][CH3:34])(=[O:25])=[O:24])=[CH:16][CH:15]=2)=[O:13])=[CH:7][CH:6]=1)=[NH:4].N1C=CC=CC=1.C(C(CCCC)[CH2:44][O:45]C(Cl)=O)C>CN(C)C=O>[O:45]=[C:44]1[O:1][N:2]=[C:3]([C:5]2[CH:10]=[CH:9][C:8]([NH:11][C:12]([C:14]3[CH:22]=[C:21]4[C:17]([CH2:18][CH2:19][N:20]4[S:23]([C:26]4[CH:31]=[C:30]([Cl:32])[CH:29]=[CH:28][C:27]=4[O:33][CH3:34])(=[O:25])=[O:24])=[CH:16][CH:15]=3)=[O:13])=[CH:7][CH:6]=2)[NH:4]1. Procedure: A solution of 1-(5-chloro-2-methoxy-benzenesulfonyl)-2,3-dihydro-1H-indole-6-carboxylic acid [4-(N-hydroxycarbamimidoyl)-phenyl]-amide (254 mg, 0.51 mmol) in dimethylformamide (3.5 ml) was treated with pyridine (0.04 ml, 1 equiv.) and the mixture was cooled to 0° C. Chloroformic acid 2-ethylhexyl ester (98 mg, 0.51 mmol, 1 equiv.) was added dropwise. The reaction mixture was stirred at 0° C. for 30 min, then quenched with water. The slurry was extracted three times with ethyl acetate. The combin...